This data is from the Open Reaction Database (ORD), a public repository of structured organic reaction records. The task is: describe an organic reaction: reactants, conditions, products, and yield Reactants: C1=C(C=CC2=CC=CC=C12)C(C(=O)O)=O (2-naphthylglyoxylic acid), C(C)(C)(C)OC(=O)CON (tert-butoxycarbonylmethoxyamine), [OH-].[Na+] (sodium hydroxide), resultant mixture. Solvent: O (water), N1=CC=CC=C1 (pyridine), O1CCCC1 (tetrahydrofuran). Run at time 3 hour. Yields the product C(C)(C)(C)OC(=O)CON=C(C(=O)O)C1=CC2=CC=CC=C2C=C1 (2-(tert-butoxycarbonylmethoxyimino)-2-(2-naphthyl)acetic acid). The yield is 81.0%. RXN SMILES: [CH:1]1[C:10]2[C:5](=[CH:6][CH:7]=[CH:8][CH:9]=2)[CH:4]=[CH:3][C:2]=1[C:11](=O)[C:12]([OH:14])=[O:13].[C:16]([O:20][C:21]([CH2:23][O:24][NH2:25])=[O:22])([CH3:19])([CH3:18])[CH3:17].[OH-].[Na+]>O.N1C=CC=CC=1.O1CCCC1>[C:16]([O:20][C:21]([CH2:23][O:24][N:25]=[C:11]([C:2]1[CH:3]=[CH:4][C:5]2[C:10](=[CH:9][CH:8]=[CH:7][CH:6]=2)[CH:1]=1)[C:12]([OH:14])=[O:13])=[O:22])([CH3:19])([CH3:18])[CH3:17] |f:2.3|. Procedure: To a solution of 2-naphthylglyoxylic acid (6 g) in water (60 ml) and pyridine (6 ml) was added tert-butoxycarbonylmethoxyamine (9 g) in tetrahydrofuran (40 l) at room temperature and the mixture was stirred at the same temperature for 3 hours. The resultant mixture was adjusted to pH 7.5 with 10% aqueous sodium hydroxide and washed with ethyl acetate. The aqueous layer was acidified to pH 2.0 with 10% hydrochloric acid and the acidified solution was extracted with ethyl acetate. The organic laye... The reactants are C1CCNCC1, Cc1[nH]c(C=O)c(C)c1CCC(=O)N1CCN(C)CC1, CCO, O=C1Cc2c(cccc2-c2ccc(Cl)cc2)N1. The product is Cc1[nH]c(C=C2C(=O)Nc3cccc(-c4ccc(Cl)cc4)c32)c(C)c1CCC(=O)N1CCN(C)CC1. Reaction SMILES: [CH2:38]1[CH2:39][CH2:40][NH:41][CH2:42][CH2:43]1.[CH3:18][c:19]1[c:20]([CH:36]=[O:37])[nH:21][c:22]([CH3:35])[c:23]1[CH2:24][CH2:25][C:26](=[O:27])[N:28]1[CH2:29][CH2:30][N:31]([CH3:34])[CH2:32][CH2:33]1.[CH3:44][CH2:45][OH:46].[Cl:1][c:2]1[cH:3][cH:4][c:5](-[c:8]2[c:9]3[c:13]([cH:14][cH:15][cH:16]2)[NH:12][C:11](=[O:17])[CH2:10]3)[cH:6][cH:7]1>>[Cl:1][c:2]1[cH:3][cH:4][c:5](-[c:8]2[c:9]3[c:13]([cH:14][cH:15][cH:16]2)[NH:12][C:11](=[O:17])[C:10]3=[CH:36][c:20]2[c:19]([CH3:18])[c:23]([CH2:24][CH2:25][C:26](=[O:27])[N:28]3[CH2:29][CH2:30][N:31]([CH3:34])[CH2:32][CH2:33]3)[c:22]([CH3:35])[nH:21]2)[cH:6][cH:7]1. Starting materials: solution, C(C)[Mg]Br (ethylmagnesium bromide), ClC=1C=C(OCC#C)C=CC1 (3-(m-chlorophenoxy)-1-propyne), [C-]#N (cyanide), BrCC#CCC#C (1-bromo-2,5-hexadiyne). Procedure: 21.76 ml (9.8 g, 0.735 mmol) of a 3.38N solution of ethylmagnesium bromide in ether was added dropwise, under argon to a cold (0°-5° C.) solution of 11.66 g (0.7 mol) of 3-(m-chlorophenoxy)-1-propyne [I. Iway, et al., Chem. Pharm. Bull., 11, 1042 (1963)] in 80 ml of anhydrous tetrahydrofuran. The rate was monitoredto maintain a temperature of 0° C. Thereafter, the reaction mixture was stirred for 1 hour further at 0°-5° C. Then, 31.35 mg ofcuprous cyanide were added and the mixtured stirred 20 m... Run at temperature 0 celsius, time 1 hour. Product: ClC=1C=C(OCC#CCC#CCC#C)C=CC1 (9-(m-chlorophenoxy)-1,4,7-nonatriyne). Run in CCOCC (ether), O1CCCC1 (tetrahydrofuran), O1CCCC1 (tetrahydrofuran). As a reaction SMILES: C([Mg]Br)C.[Cl:5][C:6]1[CH:7]=[C:8]([CH:13]=[CH:14][CH:15]=1)[O:9][CH2:10][C:11]#[CH:12].[C-]#N.Br[CH2:19][C:20]#[C:21][CH2:22][C:23]#[CH:24]>CCOCC.O1CCCC1>[Cl:5][C:6]1[CH:7]=[C:8]([CH:13]=[CH:14][CH:15]=1)[O:9][CH2:10][C:11]#[C:12][CH2:19][C:20]#[C:21][CH2:22][C:23]#[CH:24]. Reactants: [1, 1-bis(disphenylphosphino)ferrocene]dichloropalladium(II), C(C)(C)(C)C1=CCC(C=2C=C(C(=CC12)B1OC(C(O1)(C)C)(C)C)OCC)(C)C (2-(8-tert-butyl-3-ethoxy-5,5-dimethyl-5,6-dihydronaphthalen-2-yl)-4,4,5,5-tetramethyl [1,3,2]dioxaborolane), BrC=1C=C2C(=CCC(C2=CC1OCC)(C)C)C(C)(C)C (6-bromo-4-tert-butyl-7-ethoxy-1,1-dimethyl-1,2-dihydronaphthalene), B1(OC(C(O1)(C)C)(C)C)B2OC(C(O2)(C)C)(C)C (bis(pinacolato)diboron), C(C)(=O)[O-].[K+] (potassium acetate), I\C(=C/C=C/C(=C/C(=O)OCC)/C)\C (ethyl 7-iodo-3-methyl-octa-2E,4E,6Z-trienoate), C([O-])([O-])=O.[Na+].[Na+] (sodium carbonate), 8-tert-butyl-1-(3-ethoxy-5,5-dimethyl-5,6-dihydro-naphthalen-2-yl)boronic acid. Reagents/catalysts: C=1C=CC(=CC1)[P](C=2C=CC=CC2)(C=3C=CC=CC3)[Pd]([P](C=4C=CC=CC4)(C=5C=CC=CC5)C=6C=CC=CC6)([P](C=7C=CC=CC7)(C=8C=CC=CC8)C=9C=CC=CC9)[P](C=1C=CC=CC1)(C=1C=CC=CC1)C=1C=CC=CC1 (tetrakis(triphenylphosphine)palladium(0)). Solvent: CN(C=O)C (dimethylformamide), C1(=CC=CC=C1)C (toluene), C(C)O (ethanol). Reaction conditions: temperature 80 celsius, time 4 day. Product: C(C)(C)(C)C1=CCC(C=2C=C(C(=CC12)\C(=C/C=C/C(=C/C(=O)OCC)/C)\C)OCC)(C)C (Ethyl 7-(8-tert-butyl-3-ethoxy-5,5-dimethyl-5,6-dihydronaphthalen-2-yl)-3-methyl-octa-2E,4E,6Z-trienoate). As a reaction SMILES: BrC1C=[C:4]2[C:9](=[CH:10]C=1OCC)[C:8]([CH3:16])([CH3:15])[CH2:7][CH:6]=[C:5]2[C:17]([CH3:20])([CH3:19])[CH3:18].B1(B2O[C:33]([CH3:36])([CH3:35])[C:32]([CH3:38])([CH3:37])O2)OC(C)(C)C(C)(C)O1.[C:39]([O-])(=[O:41])[CH3:40].[K+].C(C1C2C=C(B3OC(C)(C)C(C)(C)O3)C(OCC)=CC=2C(C)(C)CC=1)(C)(C)C.I/C(/C)=C\[CH:75]=[CH:76]\[C:77](\[CH3:84])=[CH:78]\[C:79]([O:81][CH2:82][CH3:83])=[O:80].C(=O)([O-])[O-].[Na+].[Na+]>CN(C)C=O.C1(C)C=CC=CC=1.C(O)C.C1C=CC([P]([Pd]([P](C2C=CC=CC=2)(C2C=CC=CC=2)C2C=CC=CC=2)([P](C2C=CC=CC=2)(C2C=CC=CC=2)C2C=CC=CC=2)[P](C2C=CC=CC=2)(C2C=CC=CC=2)C2C=CC=CC=2)(C2C=CC=CC=2)C2C=CC=CC=2)=CC=1>[C:17]([C:5]1[C:4]2[CH:37]=[C:32](/[C:33](/[CH3:35])=[CH:36]\[CH:75]=[CH:76]\[C:77](\[CH3:84])=[CH:78]\[C:79]([O:81][CH2:82][CH3:83])=[O:80])[C:38]([O:41][CH2:39][CH3:40])=[CH:10][C:9]=2[C:8]([CH3:15])([CH3:16])[CH2:7][CH:6]=1)([CH3:18])([CH3:19])[CH3:20] |f:2.3,6.7.8,^1:110,112,131,150|. Procedure: A solution of 6-bromo-4-tert-butyl-7-ethoxy-1,1-dimethyl-1,2-dihydronaphthalene (Compound A-6, 350 mg, 1.04 mmol), bis(pinacolato)diboron (370 mg, 1.46 mmol), and potassium acetate (305 mg, 3.12 mmol) in dimethylformamide (8 mL) was purged with argon for 15 minutes. [1, 1-bis(disphenylphosphino)ferrocene]dichloropalladium(II) (1:1 complex with dichloromethane, 82 mg, 0.1 mmol) was added and purged with argon for another 5 min. The reaction was continuously stirred at 80° C. for 4 days under argo... Starting materials: C(C)OC(=O)N1CC2=CC3=C(C(=C2CC1)N1C=CC=C1)C=CC=C3 (5-(1-pyrrolyl)-1,2,3,4-tetrahydrobenzo[g]isoquinolin-2-yl-carboxylic acid ethyl ester), [OH-].[K+] (potassium hydroxide). Solvent: C(CCC)O (n-butanol), C1=CC=CC=C1 (benzene). Conditions: time 2 hour. The product is N1(C=CC=C1)C1=C2CCNCC2=CC2=C1C=CC=C2 (5-(1-pyrrolyl)-1,2,3,4-tetrahydrobenzo[g]isoquinoline). As a reaction SMILES: C(OC([N:6]1[CH2:15][CH2:14][C:13]2[C:8](=[CH:9][C:10]3[CH:24]=[CH:23][CH:22]=[CH:21][C:11]=3[C:12]=2[N:16]2[CH:20]=[CH:19][CH:18]=[CH:17]2)[CH2:7]1)=O)C.[OH-].[K+]>C(O)CCC.C1C=CC=CC=1>[N:16]1([C:12]2[C:11]3[CH:21]=[CH:22][CH:23]=[CH:24][C:10]=3[CH:9]=[C:8]3[C:13]=2[CH2:14][CH2:15][NH:6][CH2:7]3)[CH:20]=[CH:19][CH:18]=[CH:17]1 |f:1.2|. Procedure details: A mixture of 2.0 g of 5-(1-pyrrolyl)-1,2,3,4-tetrahydrobenzo[g]isoquinolin-2-yl-carboxylic acid ethyl ester and 4.0 g of potassium hydroxide in 20 ml of n-butanol is boiled for 2 hours. After cooling to room temperature, the mixture is diluted with benzene, washed neutral with water and extracted 3 times with a 10% aqueous tartaric acid solution. The acid solution is washed with ether, made alkaline by the addition of 40% caustic soda solution and extracted with benzene. The benzene extract is w... Reactants: ClC1=NC=CC=C1C(=O)O (2-chloropyridine-3-carboxylic acid), NC1=CC=NN1 (5-aminopyrazole). The solvent is CO (methanol). Product: N1=CC=C2N1C(C1=C(N2)N=CC=C1)=O (Pyrazolo [1,5-a]pyrido[2,3-d]pyrimidin-9(4H)-one). RXN SMILES: Cl[C:2]1[C:7]([C:8]([OH:10])=O)=[CH:6][CH:5]=[CH:4][N:3]=1.[NH2:11][C:12]1[NH:16][N:15]=[CH:14][CH:13]=1>CO>[N:15]1[N:16]2[C:8](=[O:10])[C:7]3[CH:6]=[CH:5][CH:4]=[N:3][C:2]=3[NH:11][C:12]2=[CH:13][CH:14]=1. Reported procedure: 15.7 g. of 2-chloropyridine-3-carboxylic acid and 16.6 g. of 5-aminopyrazole are heated carefully to about 180°. At this point, the reaction starts and the temperature rises to about 230°-240°. The mixture is allowed to cool to room temperature and is then treated with methanol. The undissolved pyrazolo[1,5-a]pyrido[2,3-d]pyrimidin-9(4H)-one is filtered off and recrystallized from dimethylformamide, yield: 10.5 g. (56%); m.p. >300°.